The task is: describe an organic reaction: reactants, conditions, products, and yield. This data is from the Open Reaction Database (ORD), a public repository of structured organic reaction records. The reactants are C(C)OC(=O)C=1N=CC=2NC3=CC=C(C=C3C2C1C)N (6-amino-4-methyl-β-carbolin-3-carboxylic acid ethyl ester), CN (methylamine), ice water. Solvent: C(CO)O (ethylene glycol). Conditions: time 16 hour. Yields the product CNC(=O)C=1N=CC=2NC3=CC=C(C=C3C2C1C)N (6-amino-4-methyl-β-carbolin-3-carboxylic acid N-methylamide). Reaction SMILES: C(O[C:4]([C:6]1[N:7]=[CH:8][C:9]2[NH:10][C:11]3[C:16]([C:17]=2[C:18]=1[CH3:19])=[CH:15][C:14]([NH2:20])=[CH:13][CH:12]=3)=[O:5])C.[CH3:21][NH2:22]>C(O)CO>[CH3:21][NH:22][C:4]([C:6]1[N:7]=[CH:8][C:9]2[NH:10][C:11]3[C:16]([C:17]=2[C:18]=1[CH3:19])=[CH:15][C:14]([NH2:20])=[CH:13][CH:12]=3)=[O:5]. Procedure: 1.81 g of 6-amino-4-methyl-β-carbolin-3-carboxylic acid ethyl ester is suspended in 15 ml of ethylene glycol and, while cooling with ice, methylamine is introduced until saturation point is reached. The mixture is then stirred at room temperature for 16 hours, stirred into 100 ml of ice water and the product is filtered off, dried and recrystallized from ethanol-chloroform. 1.42 g of 6-amino-4-methyl-β-carbolin-3-carboxylic acid N-methylamide of melting point 281°-285° C. is obtained. Reactants: [Li]CCCC, O=C1CCC(=O)N1Cl, C1CCOC1, Sc1ccccc1, c1ccsc1, c1ccccc1, [Li]c1cccs1. Product: c1ccc(Sc2cccs2)cc1. RXN SMILES: [CH2:22]([Li:23])[CH2:24][CH2:25][CH3:26].[Cl:1][N:2]1[C:3](=[O:4])[CH2:5][CH2:6][C:7]1=[O:8].[O:38]1[CH2:39][CH2:40][CH2:41][CH2:42]1.[SH:9][c:10]1[cH:11][cH:12][cH:13][cH:14][cH:15]1.[cH:27]1[cH:28][s:29][cH:30][cH:31]1.[cH:32]1[cH:33][cH:34][cH:35][cH:36][cH:37]1.[s:16]1[c:17]([Li:21])[cH:18][cH:19][cH:20]1>>[S:9]([c:10]1[cH:11][cH:12][cH:13][cH:14][cH:15]1)[c:17]1[s:16][cH:20][cH:19][cH:18]1. Reactants: CCc1ccc(C2COS(=O)O2)nc1, CN(C)C=O, O=Cc1ccc(O)cc1. The product is CCc1ccc(C(O)COc2ccc(C=O)cc2)nc1. As a reaction SMILES: [CH2:1]([CH3:2])[c:3]1[cH:4][cH:5][c:6]([CH:9]2[O:10][S:11](=[O:14])[O:12][CH2:13]2)[n:7][cH:8]1.[O:24]=[CH:25][N:26]([CH3:27])[CH3:28].[OH:15][c:16]1[cH:17][cH:18][c:19]([CH:20]=[O:21])[cH:22][cH:23]1>>[CH2:1]([CH3:2])[c:3]1[cH:4][cH:5][c:6]([CH:9]([OH:10])[CH2:13][O:12][c:16]2[cH:17][cH:18][c:19]([CH:20]=[O:21])[cH:22][cH:23]2)[n:7][cH:8]1. The reactants are CN(C)C=O, CCN(C(C)C)C(C)C, CNS(=O)(=O)c1ccc(Cl)c(C(=O)O)c1Cl, Cl, Cl, Cc1nc2ccccc2n1C1CC2CCC(C1)N2CCC1(c2cccc(F)c2)CCNCC1. Yields the product CNS(=O)(=O)c1ccc(Cl)c(C(=O)N2CCC(CCN3C4CCC3CC(n3c(C)nc5ccccc53)C4)(c3cccc(F)c3)CC2)c1Cl. Reaction SMILES: [CH3:61][N:62]([CH3:63])[CH:64]=[O:65].[CH:36]([N:37]([CH2:38][CH3:39])[CH:40]([CH3:41])[CH3:42])([CH3:43])[CH3:44].[Cl:45][c:46]1[c:47]([C:48](=[O:49])[OH:50])[c:51]([Cl:60])[cH:52][cH:53][c:54]1[S:55](=[O:56])(=[O:57])[NH:58][CH3:59].[ClH:1].[ClH:2].[F:3][c:4]1[cH:5][c:6]([C:10]2([CH2:16][CH2:17][N:18]3[CH:19]4[CH2:20][CH:21]([n:26]5[c:27]([CH3:35])[n:28][c:29]6[c:30]5[cH:31][cH:32][cH:33][cH:34]6)[CH2:22][CH:23]3[CH2:24][CH2:25]4)[CH2:11][CH2:12][NH:13][CH2:14][CH2:15]2)[cH:7][cH:8][cH:9]1>>[F:3][c:4]1[cH:5][c:6]([C:10]2([CH2:16][CH2:17][N:18]3[CH:19]4[CH2:20][CH:21]([n:26]5[c:27]([CH3:35])[n:28][c:29]6[c:30]5[cH:31][cH:32][cH:33][cH:34]6)[CH2:22][CH:23]3[CH2:24][CH2:25]4)[CH2:11][CH2:12][N:13]([C:48]([c:47]3[c:46]([Cl:45])[c:54]([S:55](=[O:56])(=[O:57])[NH:58][CH3:59])[cH:53][cH:52][c:51]3[Cl:60])=[O:49])[CH2:14][CH2:15]2)[cH:7][cH:8][cH:9]1. Starting materials: ClC1=C(C(=O)N)C=CC(=N1)Cl (2,6-dichloronicotinamide), CN1CCN(CC1)C1=CC=C(N)C=C1 (4-(4-methylpiperazin-1-yl)aniline), solution, C[Si](C)(C)[N-][Si](C)(C)C.[Li+] (lithium bis(trimethylsilyl)amide). Run in C(C)(=O)OCC (ethyl acetate), C1CCOC1 (THF), C1CCOC1 (THF). Reaction conditions: temperature -78 celsius, time 1 hour. Product: ClC1=NC(=C(C(=O)N)C=C1)NC1=CC=C(C=C1)N1CCN(CC1)C (6-chloro-2-(4-(4-methylpiperazin-1-yl)phenylamino)nicotinamide). Yield: 72.3%. RXN SMILES: Cl[C:2]1[N:10]=[C:9]([Cl:11])[CH:8]=[CH:7][C:3]=1[C:4]([NH2:6])=[O:5].[CH3:12][N:13]1[CH2:18][CH2:17][N:16]([C:19]2[CH:25]=[CH:24][C:22]([NH2:23])=[CH:21][CH:20]=2)[CH2:15][CH2:14]1.C[Si]([N-][Si](C)(C)C)(C)C.[Li+]>C1COCC1.C(OCC)(=O)C>[Cl:11][C:9]1[CH:8]=[CH:7][C:3]([C:4]([NH2:6])=[O:5])=[C:2]([NH:23][C:22]2[CH:21]=[CH:20][C:19]([N:16]3[CH2:15][CH2:14][N:13]([CH3:12])[CH2:18][CH2:17]3)=[CH:25][CH:24]=2)[N:10]=1 |f:2.3|. Procedure: A solution of 2,6-dichloronicotinamide (100 mg, 0.524 mmol) and 4-(4-methylpiperazin-1-yl)aniline (300 mg, 1.571 mmol) in THF (5 mL) was cooled to −78° C. and treated with 1 M solution of lithium bis(trimethylsilyl)amide (3.14 mL, 3.14 mmol) in THF. The reaction mixture was stirred at −78° C. for 1 h and then at rt for 1 h. The reaction mixture was diluted with ethyl acetate, washed with water, and concentrated. The residue was purified by MPLC chromatography (ISCO, 5% NH4OH/MeOH/CH2Cl2, 40 g si... Starting materials: FC(C=1C=CC=C2C(=CC=NC12)NC1=C(C(=O)OC)C=C(C=C1)F)(F)F (methyl 2-(8-trifluoromethyl-4-quinolinylamino)-5-fluoro-benzoate), FC(C=1C=C(C=CC1)N1CCN(CC1)CCO)(F)F (2-[-4-(3-trifluoromethylphenyl)-piperazin-1-yl]-ethanol). The product is FC(C=1C=CC=C2C(=CC=NC12)NC1=C(C(=O)OCC)C=C(C=C1)F)(F)F (ethyl 2-(8-trifluoromethyl-4-quinolinylamino)-5-fluorobenzoate). Reaction SMILES: [F:1][C:2]([F:26])([F:25])[C:3]1[CH:4]=[CH:5][CH:6]=[C:7]2[C:12]=1[N:11]=[CH:10][CH:9]=[C:8]2[NH:13][C:14]1[CH:23]=[CH:22][C:21]([F:24])=[CH:20][C:15]=1[C:16]([O:18][CH3:19])=[O:17].F[C:28](F)(F)C1C=C(N2CCN(CCO)CC2)C=CC=1>>[F:26][C:2]([F:1])([F:25])[C:3]1[CH:4]=[CH:5][CH:6]=[C:7]2[C:12]=1[N:11]=[CH:10][CH:9]=[C:8]2[NH:13][C:14]1[CH:23]=[CH:22][C:21]([F:24])=[CH:20][C:15]=1[C:16]([O:18][CH2:19][CH3:28])=[O:17]. Reported procedure: Using the procedure of Example 13, methyl 2-(8-trifluoromethyl-4-quinolinylamino)-5-fluoro-benzoate and 2-[-4-(3-trifluoromethylphenyl)-piperazin-1-yl]-ethanol were reacted to obtain 2-[4-3-trifluoromethylphenyl)-piperazin-1-yl]-ethyl 2-(8-trifluoromethyl-4-quinolinylamino)-5-fluorobenzoate. The said product was dissolved in absolute ethanol and an ethanolic solution of hydrogen chloride was added thereto followed by anhydrous ether. The mixture crystallized was vacuum filtered and the product w...